This data is from the Open Reaction Database (ORD), a public repository of structured organic reaction records. The task is: describe an organic reaction: reactants, conditions, products, and yield Reactants: NC(=O)CBr, O=C([O-])[O-], Clc1ccc(-c2nn(Cc3ccccc3)c3c2CCNCC3)cc1, CC(C)=O, [Na+], [Na+]. Yields the product NC(=O)CN1CCc2c(-c3ccc(Cl)cc3)nn(Cc3ccccc3)c2CC1. RXN SMILES: [Br:25][CH2:26][C:27](=[O:28])[NH2:29].[C:30](=[O:31])([O-:32])[O-:33].[CH2:1]([c:2]1[cH:3][cH:4][cH:5][cH:6][cH:7]1)[n:8]1[n:9][c:10](-[c:18]2[cH:19][cH:20][c:21]([Cl:24])[cH:22][cH:23]2)[c:11]2[c:17]1[CH2:16][CH2:15][NH:14][CH2:13][CH2:12]2.[CH3:36][C:37](=[O:38])[CH3:39].[Na+:34].[Na+:35]>>[CH2:1]([c:2]1[cH:3][cH:4][cH:5][cH:6][cH:7]1)[n:8]1[n:9][c:10](-[c:18]2[cH:19][cH:20][c:21]([Cl:24])[cH:22][cH:23]2)[c:11]2[c:17]1[CH2:16][CH2:15][N:14]([CH2:26][C:27](=[O:28])[NH2:29])[CH2:13][CH2:12]2. The product is Br.CC=1SC=C(N1)C1=CC=C(C=C1)O (4-(2-Methylthiazol-4-yl)-phenol hydrobromide). Reaction SMILES: [CH:1]1[C:6]([C:7]([CH2:9][Br:10])=O)=[CH:5][CH:4]=[C:3]([OH:11])[CH:2]=1.[C:12]([NH2:15])(=[S:14])[CH3:13]>C(Cl)Cl>[BrH:10].[CH3:13][C:12]1[S:14][CH:9]=[C:7]([C:6]2[CH:5]=[CH:4][C:3]([OH:11])=[CH:2][CH:1]=2)[N:15]=1 |f:3.4|. Procedure details: 4-(2-Methylthiazol-4-yl)-phenol hydrobromide was prepared from α-bromo-4-hydroxyacetophenone and thioacetamide as described in Preparation 48; m.p. 250-251° C. (CH2Cl2). Starting materials: C1=CC(=CC=C1C(=O)CBr)O (α-bromo-4-hydroxyacetophenone), C(C)(=S)N (thioacetamide). Run in C(Cl)Cl (CH2Cl2). The reactants are C(C)(=O)OC(C)=O (Acetic anhydride), COC=1C=C2C(C(NC2=CC1)=O)CCNC(C)=O (N-[2-(5-methoxy-2-oxo-2,3-dihydroindol-3-yl)ethyl]acetamide). Solvent: C1=CC=CC=C1 (benzene), C1=CC=CC=C1 (benzene). The product is C(C)(=O)N1C(C(C2=CC(=CC=C12)OC)CCNC(C)=O)=O (N-[2-(1-acetyl-2-oxo-5-methoxy-2,3-dihydroindol-3-yl)ethyl]acetamide). Reaction SMILES: [C:1](OC(=O)C)(=[O:3])[CH3:2].[CH3:8][O:9][C:10]1[CH:11]=[C:12]2[C:16](=[CH:17][CH:18]=1)[NH:15][C:14](=[O:19])[CH:13]2[CH2:20][CH2:21][NH:22][C:23](=[O:25])[CH3:24]>C1C=CC=CC=1>[C:1]([N:15]1[C:16]2[C:12](=[CH:11][C:10]([O:9][CH3:8])=[CH:18][CH:17]=2)[CH:13]([CH2:20][CH2:21][NH:22][C:23](=[O:25])[CH3:24])[C:14]1=[O:19])(=[O:3])[CH3:2]. Procedure: Acetic anhydride (0.5 ml) is added with stirring to N-[2-(5-methoxy-2-oxo-2,3-dihydroindol-3-yl)ethyl]acetamide (120 mg) dissolved in benzene (5 ml). The mixture is heated for 1 h in refluxing benzene. The solvent is evaporated off and the crude product is separated on a silica plate. N-[2-(1-acetyl-2-oxo-5-methoxyindol-3-yl)ethyl]acetamide (6) is thus obtained. Reactants: C[C@H]1N(CCOC1)C1=NC(=NC(=C1)C1(CC1)[S@@](=O)(=N)C)C1=C2C(=NC=C1)NC=C2 (4-{4-[(3R)-3-Methylmorpholin-4-yl]-6-[1-((R)—S-methylsulfonimidoyl)cyclopropyl]pyrimidin-2-yl}-1H-pyrrolo[2,3-b]pyridine). Solvent: CC(C)(C)OC (MTBE). Product: C[C@H]1N(CCOC1)C1=NC(=NC(=C1)C1(CC1)[S@](=O)(=N)C)C1=C2C(=NC=C1)NC=C2 (4-{4-[(3R)-3-Methylmorpholin-4-yl]-6-[1-((S)—S-methylsulfonimidoyl)cyclopropyl]pyrimidin-2-yl}-1H-pyrrolo[2,3-b]pyridine). The yield is 69.0%. As a reaction SMILES: [CH3:1][C@@H:2]1[CH2:7][O:6][CH2:5][CH2:4][N:3]1[C:8]1[CH:13]=[C:12]([C:14]2([S@:17]([CH3:20])(=[NH:19])=[O:18])[CH2:16][CH2:15]2)[N:11]=[C:10]([C:21]2[CH:26]=[CH:25][N:24]=[C:23]3[NH:27][CH:28]=[CH:29][C:22]=23)[N:9]=1>CC(OC)(C)C>[CH3:1][C@@H:2]1[CH2:7][O:6][CH2:5][CH2:4][N:3]1[C:8]1[CH:13]=[C:12]([C:14]2([S@@:17]([CH3:20])(=[NH:19])=[O:18])[CH2:16][CH2:15]2)[N:11]=[C:10]([C:21]2[CH:26]=[CH:25][N:24]=[C:23]3[NH:27][CH:28]=[CH:29][C:22]=23)[N:9]=1. Procedure: 4-{4-[(3R)-3-Methylmorpholin-4-yl]-6-[1-((R)—S-methylsulfonimidoyl)cyclopropyl]pyrimidin-2-yl}-1H-pyrrolo[2,3-b]pyridine (approximately 10 g, 25 mmol) was suspended in MTBE (500 ml) and stirred at reflux for 2 hours. The suspension was allowed to cool slowly and stirred at RT overnight. The solid was collected by filtration and dried under vacuum to afford the title compound (7.12 g) as a white crystalline solid; 1H NMR (400 MHz, DMSO-d6) 1.28 (3H, d), 1.44 (1H, dd), 1.47-1.58 (2H, m), 1.76 (1H,...